From a dataset of the Open Reaction Database (ORD), a public repository of structured organic reaction records. describe an organic reaction: reactants, conditions, products, and yield Reactants: C1(CC1)COC1=C(C=C(C=N1)NS(=O)(=O)CC)B1OC(C(O1)(C)C)(C)C (N-[6-(cyclopropylmethoxy)-5-(4,4,5,5-tetramethyl-1,3,2-dioxaborolan-2-yl)pyridin-3-yl]ethanesulfonamide), BrC=1C2=C(C(N(C1)C)=O)OC=C2 (4-bromo-6-methyl-6H,7H-furo[2,3-c]pyridin-7-one), [O-]P(=O)([O-])[O-].[K+].[K+].[K+] (K3PO4). The reagents and catalysts are C1=CC=C(C=C1)P([C-]2C=CC=C2)C3=CC=CC=C3.C1=CC=C(C=C1)P([C-]2C=CC=C2)C3=CC=CC=C3.Cl[Pd]Cl.[Fe+2] (Pd(dppf)Cl2). Solvent: O1CCOCC1.O (dioxane H2O). Conditions: temperature 65 celsius, time 12 hour. Product: C1(CC1)COC1=C(C=C(C=N1)NS(=O)(=O)CC)C=1C2=C(C(N(C1)C)=O)OC=C2 (N-[6-(cyclopropylmethoxy)-5-(6-methyl-7-oxofuro[2,3-c]pyridin-4-yl)pyridin-3-yl]ethanesulfonamide). Yield: 47.3%. As a reaction SMILES: [CH:1]1([CH2:4][O:5][C:6]2[N:11]=[CH:10][C:9]([NH:12][S:13]([CH2:16][CH3:17])(=[O:15])=[O:14])=[CH:8][C:7]=2B2OC(C)(C)C(C)(C)O2)[CH2:3][CH2:2]1.Br[C:28]1[C:29]2[CH:38]=[CH:37][O:36][C:30]=2[C:31](=[O:35])[N:32]([CH3:34])[CH:33]=1.[O-]P([O-])([O-])=O.[K+].[K+].[K+]>O1CCOCC1.O.C1C=CC(P(C2C=CC=CC=2)[C-]2C=CC=C2)=CC=1.C1C=CC(P(C2C=CC=CC=2)[C-]2C=CC=C2)=CC=1.Cl[Pd]Cl.[Fe+2]>[CH:1]1([CH2:4][O:5][C:6]2[N:11]=[CH:10][C:9]([NH:12][S:13]([CH2:16][CH3:17])(=[O:14])=[O:15])=[CH:8][C:7]=2[C:28]2[C:29]3[CH:38]=[CH:37][O:36][C:30]=3[C:31](=[O:35])[N:32]([CH3:34])[CH:33]=2)[CH2:2][CH2:3]1 |f:2.3.4.5,6.7,8.9.10.11|. Procedure details: A mixture of N-[6-(cyclopropylmethoxy)-5-(4,4,5,5-tetramethyl-1,3,2-dioxaborolan-2-yl)pyridin-3-yl]ethanesulfonamide (145 mg, 0.38 mmol), 4-bromo-6-methyl-6H,7H-furo[2,3-c]pyridin-7-one (25 mg, 0.11 mmol), K3PO4 (58 mg, 0.28 mmol), Pd(dppf)Cl2 (8 mg, 10%) in dioxane/H2O (1 mL/100 uL) was bubbled with nitrogen for 5 min. The sealed vial was stirred at 65° C. for 12 h. The reaction mixture was filtered through a short plug of celite; the celite plug was washed with EtOAc (15 mL). The filtrate was ... Reactants: N1(CCOCC1)C=1N=C(NC(C1)=O)CC(=O)[O-].[Na+] (sodium [4-(morpholin-4-yl)-6-oxo-1,6-dihydropyrimidin-2-yl]acetate), FC1=C(C=C(N)C=C1)C (4-fluoro-3-methylaniline). The product is FC1=C(C=C(C=C1)NC(CC=1NC(C=C(N1)N1CCOCC1)=O)=O)C (N-(4-fluoro-3-methylphenyl)-2-[4-(morpholin-4-yl)-6-oxo-1,6-dihydropyrimidin-2-yl]acetamide). Isolated yield 61.5%. As a reaction SMILES: [N:1]1([C:7]2[N:8]=[C:9]([CH2:14][C:15]([O-:17])=O)[NH:10][C:11](=[O:13])[CH:12]=2)[CH2:6][CH2:5][O:4][CH2:3][CH2:2]1.[Na+].[F:19][C:20]1[CH:26]=[CH:25][C:23]([NH2:24])=[CH:22][C:21]=1[CH3:27]>>[F:19][C:20]1[CH:26]=[CH:25][C:23]([NH:24][C:15](=[O:17])[CH2:14][C:9]2[NH:10][C:11](=[O:13])[CH:12]=[C:7]([N:1]3[CH2:2][CH2:3][O:4][CH2:5][CH2:6]3)[N:8]=2)=[CH:22][C:21]=1[CH3:27] |f:0.1|. Reported procedure: The product is prepared according to the procedure described in Example 5, using 250 mg of sodium [4-(morpholin-4-yl)-6-oxo-1,6-dihydropyrimidin-2-yl]acetate and 240 mg of 4-fluoro-3-methylaniline in place of the 2,4-difluoroaniline. 204 mg of N-(4-fluoro-3-methylphenyl)-2-[4-(morpholin-4-yl)-6-oxo-1,6-dihydropyrimidin-2-yl]acetamide are obtained in the form of a white solid, the characteristics of which are the following: The reactants are OC1=CC(=C(C=O)C=C1)OC (4-hydroxy-2-methoxy-benzaldehyde), C(C)C=1C=C(C#N)C=C(C1O)C (3-ethyl-4-hydroxy-5-methyl-benzonitrile). The product is OC1=CC(=C(C#N)C=C1)OC (4-Hydroxy-2-methoxy-benzonitrile). RXN SMILES: [OH:1][C:2]1[CH:9]=[CH:8][C:5]([CH:6]=O)=[C:4]([O:10][CH3:11])[CH:3]=1.C(C1C=C(C=C(C)C=1O)C#[N:18])C>>[OH:1][C:2]1[CH:9]=[CH:8][C:5]([C:6]#[N:18])=[C:4]([O:10][CH3:11])[CH:3]=1. Reported procedure: The title compound is prepared from commercially available 4-hydroxy-2-methoxy-benzaldehyde in analogy to literature procedures (see 3-ethyl-4-hydroxy-5-methyl-benzonitrile); LC-MS: tR=0.74 min. 1H NMR (D6-DMSO): δ 3.84 (s, 3H), 6.47 (d, J=8.5 Hz, 1H), 6.54 (s, 1H), 7.49 (d, J=8.5 Hz, 1H), 10.6 (s, 1H). Reactants: BrC=1C=C(C=CC1N1CCN(CC1)S(=O)(=O)C=1SC=CC1)C(C(F)(F)F)(C(F)(F)F)O (2-(3-Bromo-4-(4-(thiophen-2-ylsulfonyl)piperazin-1-yl)phenyl)-1,1,1,3,3,3-hexafluoro-2-propanol), C1(=CC=CC=C1)P(C1=CC=CC=C1)C1=CC=CC=C1 (triphenylphosphine), C(C#C)O (propargyl alcohol), C(C)NCC (diethylamine). The reagents and catalysts are [Cu](I)I (copper iodide), [Pd](Cl)Cl.C1(=CC=CC=C1)P(C1=CC=CC=C1)C1=CC=CC=C1.C1(=CC=CC=C1)P(C1=CC=CC=C1)C1=CC=CC=C1 (bis(triphenylphosphine) palladium(II) dichloride). Run in CN(C)C=O (DMF). Conditions: temperature 120 celsius. Yields the product S1C(=CC=C1)S(=O)(=O)N1CCN(CC1)C1=C(C=C(C=C1)C(C(F)(F)F)(C(F)(F)F)O)C#CCO (3-(2-(4-(2-thiophenylsulfonyl)-1-piperazinyl)-5-(2,2,2-trifluoro-1-hydroxy-1-(trifluoromethyl)ethyl)phenyl)-2-propyn-1-ol). Yield: 44.2%. RXN SMILES: Br[C:2]1[CH:3]=[C:4]([C:22]([OH:31])([C:27]([F:30])([F:29])[F:28])[C:23]([F:26])([F:25])[F:24])[CH:5]=[CH:6][C:7]=1[N:8]1[CH2:13][CH2:12][N:11]([S:14]([C:17]2[S:18][CH:19]=[CH:20][CH:21]=2)(=[O:16])=[O:15])[CH2:10][CH2:9]1.[CH2:32]([OH:35])[C:33]#[CH:34].C(NCC)C.C1(P(C2C=CC=CC=2)C2C=CC=CC=2)C=CC=CC=1>CN(C=O)C.[Pd](Cl)Cl.C1(P(C2C=CC=CC=2)C2C=CC=CC=2)C=CC=CC=1.C1(P(C2C=CC=CC=2)C2C=CC=CC=2)C=CC=CC=1.[Cu](I)I>[S:18]1[CH:19]=[CH:20][CH:21]=[C:17]1[S:14]([N:11]1[CH2:12][CH2:13][N:8]([C:7]2[CH:6]=[CH:5][C:4]([C:22]([OH:31])([C:27]([F:30])([F:29])[F:28])[C:23]([F:26])([F:25])[F:24])=[CH:3][C:2]=2[C:34]#[C:33][CH2:32][OH:35])[CH2:9][CH2:10]1)(=[O:16])=[O:15] |f:5.6.7|. Reported procedure: 2-(3-Bromo-4-(4-(thiophen-2-ylsulfonyl)piperazin-1-yl)phenyl)-1,1,1,3,3,3-hexafluoro-2-propanol (117 mg, 0.21 mmol, Example 69), propargyl alcohol (25 μL, 0.42 mmol, Sigma-Aldrich, St. Louis, Mo.), diethylamine (44 μL, 0.42 mmol, Sigma-Aldrich, St. Louis, Mo.), bis(triphenylphosphine) palladium(II) dichloride (15 mg, 0.02 mmol, Strem Chemical Inc, Newburyport, Mass.), triphenylphosphine (11 mg, 0.04 mmol, Sigma-Aldrich, St. Louis, Mo.), and copper iodide (4 mg, 0.02 mmol, Strem Chemical Inc, New... Starting materials: FC(C1=CC=C(C=C1)[C@H]1NCCC2=CC=CC=C12)(F)F ((R)-1-(4-(trifluoromethyl)phenyl)-1,2,3,4-tetrahydroisoquinoline), C(C)(C)N=C=NC(C)C (N-((isopropylimino)methyl-ene)propan-2-amine), O.N1(N=NC2=C1C=CC=C2)O (1H-benzo[d][1,2,3]triazol-1-ol hydrate), C12(CC3CC(CC(C1)C3)C2)C(=O)O (1-adamantanecarboxylic acid). Solvent: CO (methanol), CN(C)C=O (DMF). Run at temperature 65 celsius. Yields the product C12(CC3CC(CC(C1)C3)C2)C(=O)N2[C@@H](C3=CC=CC=C3CC2)C2=CC=C(C=C2)C(F)(F)F ((1R)-2-(tricyclo[3.3.1.1˜3,7˜]dec-1-ylcarbonyl)-1-(4-(trifluoromethyl)phenyl)-1,2,3,4-tetrahydroisoquinoline). Reaction SMILES: [F:1][C:2]([F:20])([F:19])[C:3]1[CH:8]=[CH:7][C:6]([C@@H:9]2[C:18]3[C:13](=[CH:14][CH:15]=[CH:16][CH:17]=3)[CH2:12][CH2:11][NH:10]2)=[CH:5][CH:4]=1.C(N=C=NC(C)C)(C)C.O.N1(O)C2C=CC=CC=2N=N1.[C:41]12([C:51](O)=[O:52])[CH2:50][CH:45]3[CH2:46][CH:47]([CH2:49][CH:43]([CH2:44]3)[CH2:42]1)[CH2:48]2>CN(C=O)C.CO>[C:41]12([C:51]([N:10]3[CH2:11][CH2:12][C:13]4[C:18](=[CH:17][CH:16]=[CH:15][CH:14]=4)[C@H:9]3[C:6]3[CH:5]=[CH:4][C:3]([C:2]([F:1])([F:19])[F:20])=[CH:8][CH:7]=3)=[O:52])[CH2:48][CH:47]3[CH2:46][CH:45]([CH2:44][CH:43]([CH2:49]3)[CH2:42]1)[CH2:50]2 |f:2.3|. Reported procedure: A solution of (R)-1-(4-(trifluoromethyl)phenyl)-1,2,3,4-tetrahydroisoquinoline (0.05 g, 0.2 mmol) in DMF (1 mL) was treated with N-((isopropylimino)methyl-ene)propan-2-amine (0.07 mL, 0.5 mmol), 1H-benzo[d][1,2,3]triazol-1-ol hydrate (0.04 g, 0.2 mmol), and 1-adamantanecarboxylic acid (TCI, 0.04 g, 0.2 mmol). The resulting mixture was heated at 65° C. for 12 h. The reaction was cooled to RT and the filtrate was purified by preparative HPLC [gradient 10-90% MeCN (0.1% TFA)/H2O (0.1% TFA)] to give... Starting materials: Cl, CCOC(=O)C1(CCCc2c(F)cnc3ccc(OC)cc23)CCN(CCSc2cccs2)CC1, C1COCCO1. Product: COc1ccc2ncc(F)c(CCCC3(C(=O)O)CCN(CCSc4cccs4)CC3)c2c1. Reaction SMILES: [ClH:36].[F:1][c:2]1[cH:3][n:4][c:5]2[cH:6][cH:7][c:8]([O:34][CH3:35])[cH:9][c:10]2[c:11]1[CH2:12][CH2:13][CH2:14][C:15]1([C:29](=[O:30])[O:31][CH2:32][CH3:33])[CH2:16][CH2:17][N:18]([CH2:21][CH2:22][S:23][c:24]2[s:25][cH:26][cH:27][cH:28]2)[CH2:19][CH2:20]1.[O:37]1[CH2:38][CH2:39][O:40][CH2:41][CH2:42]1>>[F:1][c:2]1[cH:3][n:4][c:5]2[cH:6][cH:7][c:8]([O:34][CH3:35])[cH:9][c:10]2[c:11]1[CH2:12][CH2:13][CH2:14][C:15]1([C:29](=[O:30])[OH:31])[CH2:16][CH2:17][N:18]([CH2:21][CH2:22][S:23][c:24]2[s:25][cH:26][cH:27][cH:28]2)[CH2:19][CH2:20]1. Starting materials: CN(C(=S)Cl)C (N,N-dimethylthiocarbamoyl chloride), solution, Cl (hydrochloric acid), OC1=CC=C(C=C1)S(=O)(=O)C1=CC=C(C#N)C=C1 (4-[(4-hydroxyphenyl)sulfonyl]benzonitrile), [OH-].[K+] (potassium hydroxide). The solvent is CC(=O)C (acetone), O (water). Conditions: temperature 0 celsius, time 15 minute. Product: CN(C(OC1=CC=C(C=C1)S(=O)(=O)C1=CC=C(C=C1)C#N)=S)C (O-[4-((4-cyanophenyl)sulfonyl)phenyl] dimethylthiocarbamate). Yield: 89.3%. Reaction SMILES: [OH:1][C:2]1[CH:7]=[CH:6][C:5]([S:8]([C:11]2[CH:18]=[CH:17][C:14]([C:15]#[N:16])=[CH:13][CH:12]=2)(=[O:10])=[O:9])=[CH:4][CH:3]=1.[OH-].[K+].[CH3:21][N:22]([CH3:26])[C:23](Cl)=[S:24].Cl>O.CC(C)=O>[CH3:21][N:22]([CH3:26])[C:23](=[S:24])[O:1][C:2]1[CH:3]=[CH:4][C:5]([S:8]([C:11]2[CH:18]=[CH:17][C:14]([C:15]#[N:16])=[CH:13][CH:12]=2)(=[O:10])=[O:9])=[CH:6][CH:7]=1 |f:1.2|. Procedure details: 2.36 g (0.0097 mol) of 4-[(4-hydroxyphenyl)sulfonyl]benzonitrile are added to a solution of 570 mg of potassium hydroxide in 35 ml of water. The solution is kept at room temperature for 15 minutes. After cooling to 0° C., a solution of 1.38 g of N,N-dimethylthiocarbamoyl chloride in 35 ml of acetone is added dropwise. After 4 hours, the reaction mixture is hydrolyzed in a 1 N solution of hydrochloric acid. The solution is extracted with ethyl acetate. The organic phase is washed with water until...